From a dataset of the Open Reaction Database (ORD), a public repository of structured organic reaction records. describe an organic reaction: reactants, conditions, products, and yield Starting materials: CC(C)(C)O, C1CCOC1, Cc1coc2cnc(C=O)cc12, [O-][Cl+][O-], [K+], [Na+], O, O=P([O-])(O)O. The product is Cc1coc2cnc(C(=O)O)cc12. RXN SMILES: [C:13]([CH3:14])([CH3:15])([CH3:16])[OH:17].[CH2:28]1[O:29][CH2:30][CH2:31][CH2:32]1.[CH3:1][c:2]1[cH:3][o:4][c:5]2[cH:6][n:7][c:8]([CH:11]=[O:12])[cH:9][c:10]12.[Cl+:18]([O-:19])[O-:20].[K+:27].[Na+:21].[OH2:33].[P:22]([O-:23])([OH:24])([OH:25])=[O:26]>>[CH3:1][c:2]1[cH:3][o:4][c:5]2[cH:6][n:7][c:8]([C:11](=[O:12])[OH:17])[cH:9][c:10]12. The reactants are C(#N)CP(OCC)(OCC)=O (diethyl cyanomethylphosphonate), CC(C)([O-])C.[K+] (potassium t-butoxide), FC1(C(C1)C=O)F (2,2-difluorocyclopropanecarbaldehyde). The solvent is C1CCOC1 (THF). Run at time 1 hour. Product: FC1(C(C1)C=CC#N)F (3-(2,2-difluorocyclopropyl)acrylonitrile). Reaction SMILES: [C:1]([CH2:3]P(=O)(OCC)OCC)#[N:2].CC(C)([O-])C.[K+].[F:18][C:19]1([F:24])[CH2:21][CH:20]1[CH:22]=O>C1COCC1>[F:18][C:19]1([F:24])[CH2:21][CH:20]1[CH:22]=[CH:3][C:1]#[N:2] |f:1.2|. Procedure details: To a solution of diethyl cyanomethylphosphonate (4.09 g; 23.1 mmol) in dry THF (200 mL) at 0° C. under nitrogen was added potassium t-butoxide (23.1 mmol; 1M solution in THF). The mixture was stirred for 1 hour. The solution of 2,2-difluorocyclopropanecarbaldehyde from Step A was added and the mixture was stirred while allowing to warm to ambient temperature. A portion of the solvent was removed under reduced pressure and the remaining solution was diluted with ammonium chloride solution (50 mL)...